From a dataset of the Open Reaction Database (ORD), a public repository of structured organic reaction records. describe an organic reaction: reactants, conditions, products, and yield Starting materials: BrC1=CC(=C(C=C1F)CO)Cl ((4-bromo-2-chloro-5-fluorophenyl)methanol), P(Br)(Br)Br (phosphorous tribromide), C1(CCCCC1)O (cyclohexanol), [H-].[Na+] (sodium hydride). Solvent: ClCCl (dichloromethane), CN(C=O)C (N,N-dimethylformamide). Reaction conditions: time 1 hour. Yields the product BrC1=C(C=C(C(=C1)Cl)COC1CCCCC1)F (1-bromo-5-chloro-4-(cyclohexyloxymethyl)-2-fluorobenzene). Isolated yield 48.1%. RXN SMILES: [Br:1][C:2]1[C:7]([F:8])=[CH:6][C:5]([CH2:9][OH:10])=[C:4]([Cl:11])[CH:3]=1.P(Br)(Br)Br.[CH:16]1(O)[CH2:21][CH2:20][CH2:19][CH2:18][CH2:17]1.[H-].[Na+]>ClCCl.CN(C)C=O>[Br:1][C:2]1[CH:3]=[C:4]([Cl:11])[C:5]([CH2:9][O:10][CH:16]2[CH2:21][CH2:20][CH2:19][CH2:18][CH2:17]2)=[CH:6][C:7]=1[F:8] |f:3.4|. Procedure: To a solution of (4-bromo-2-chloro-5-fluorophenyl)methanol (5.00 g, 21.00 mmol) in dichloromethane (150 mL) was added phosphorous tribromide (8.53 g, 31.50 mmol) at 0° C. The clear reaction solution was stirred at the same temperature for 1 hour, then at an ambient temperature for 2 hours. The reaction mixture was concentrated in vacuo to dryness to obtain viscous yellow liquid which was added to a stirred mixture of cyclohexanol (1.68 g, 16.80 mmol) and sodium hydride (60% dispersion in mineral... Starting materials: COC(CCCC1=NN=C(C2=CC(=CC=C12)OC)Cl)=O (4-(4-chloro-6-methoxy-phthalazin-1-yl)-butyric acid methyl ester), BrC=1SC=CN1 (2-bromothiazole), C1(=CC=CC=C1)P(C1=CC=CC=C1)C1=CC=CC=C1 (triphenylphosphine). Reagents/catalysts: [Zn] (zinc), C(C)(=O)[O-].[Pd+2].C(C)(=O)[O-] (palladium acetate). Product: COC(CCCC1=NN=C(C2=CC(=CC=C12)OC)C=1SC=CN1)=O (4-(6-Methoxy-4-thiazol-2-yl-phthalazin-1-yl)-butyric acid methyl ester). The yield is 26.1%. Reaction SMILES: [CH3:1][O:2][C:3](=[O:20])[CH2:4][CH2:5][CH2:6][C:7]1[C:16]2[C:11](=[CH:12][C:13]([O:17][CH3:18])=[CH:14][CH:15]=2)[C:10](Cl)=[N:9][N:8]=1.Br[C:22]1[S:23][CH:24]=[CH:25][N:26]=1.C1(P(C2C=CC=CC=2)C2C=CC=CC=2)C=CC=CC=1>[Zn].C([O-])(=O)C.[Pd+2].C([O-])(=O)C>[CH3:1][O:2][C:3](=[O:20])[CH2:4][CH2:5][CH2:6][C:7]1[C:16]2[C:11](=[CH:12][C:13]([O:17][CH3:18])=[CH:14][CH:15]=2)[C:10]([C:22]2[S:23][CH:24]=[CH:25][N:26]=2)=[N:9][N:8]=1 |f:4.5.6|. Procedure: Operating analogously at what described in example 48 starting from 4-(4-chloro-6-methoxy-phthalazin-1-yl)-butyric acid methyl ester (12.5 g, 0.0424 mole), prepared as described in example 114, zinc (17.3 g), 2-bromothiazole (24.3 g, 0.1484 mole), palladium acetate (0.476 g, 2.12 mmole), triphenylphosphine (1.67 g, 6.36 mmole), 3.8 g of the title compound were obtained (yield: 12.6%). m.p.: 136-137° C. Reactants: O (water), [OH-].[Na+] (NaOH), aqueous solution, [H-].[Al+3].[Li+].[H-].[H-].[H-] (Lithium aluminum hydride), N12C(CC(CC1)CC2)C(=O)O (racemic 2-quinuclidine carboxylic acid), O (water). Solvent: C1CCOC1 (THF). Reaction conditions: temperature 0 celsius, time 30 minute. Yields the product OCC1N2CCC(C1)CC2 (Racemic 2-(hydroxymethyl)-quinuclidine). The yield is 120.4%. As a reaction SMILES: [H-].[Al+3].[Li+].[H-].[H-].[H-].[N:7]12[CH2:14][CH2:13][CH:10]([CH2:11][CH2:12]1)[CH2:9][CH:8]2[C:15](O)=[O:16].O.[OH-].[Na+]>C1COCC1>[OH:16][CH2:15][CH:8]1[CH2:9][CH:10]2[CH2:13][CH2:14][N:7]1[CH2:12][CH2:11]2 |f:0.1.2.3.4.5,8.9|. Reported procedure: Lithium aluminum hydride (0.1 mol, 3.9 g) was suspended in THF (200mL) in a 50 mL flask at 0° C. (VI) (0.03 mol, 5.76g) was added in small portions. After the addition, the reagents were refluxed under a nitrogen atmosphere for 12 hours, cooled to 0° C. followed by dropwise addition of water (3.8 mL) and NaOH (3.9 mL of a 15% aqueous solution). After stirring for 30 minutes, water (12 mL) was added to the reaction mixture followed by additional stirring for 30 minutes. The reaction mixture was f... Product: CN1C(=O)C(NC(=O)OC(C)(C)C)CNc2ccccc21. The reactants are CC(C)(C)OC(=O)NC1CNc2ccccc2NC1=O, C[Si](C)(C)[N-][Si](C)(C)C, CCOC(C)=O, CI, [Li+], C1CCOC1. RXN SMILES: [C:1]([CH3:2])([CH3:3])([CH3:4])[O:5][C:6]([NH:7][CH:8]1[CH2:9][NH:10][c:11]2[c:12]([cH:16][cH:17][cH:18][cH:19]2)[NH:13][C:14]1=[O:15])=[O:20].[CH3:21][Si:22]([N-:23][Si:24]([CH3:25])([CH3:26])[CH3:27])([CH3:28])[CH3:29].[CH3:38][CH2:39][O:40][C:41](=[O:42])[CH3:43].[I:31][CH3:32].[Li+:30].[O:33]1[CH2:34][CH2:35][CH2:36][CH2:37]1>>[C:1]([CH3:2])([CH3:3])([CH3:4])[O:5][C:6]([NH:7][CH:8]1[CH2:9][NH:10][c:11]2[c:12]([cH:16][cH:17][cH:18][cH:19]2)[N:13]([CH3:21])[C:14]1=[O:15])=[O:20].